Dataset: the Open Reaction Database (ORD), a public repository of structured organic reaction records. Task: describe an organic reaction: reactants, conditions, products, and yield Reactants: C(C=CCC)N1C(NC(C(=C1SC1=CC(=CC(=C1)C)C)C(C)C)=O)=O (1-(2-pentenyl)-5-isopropyl-6-(3,5-dimethylphenylthio)-2,4-pyrimidinedione), C(C#CC)N1C(NC(C(=C1SC1=CC(=CC(=C1)C)C)C(C)C)=O)=O (1-(2-butynyl)-5-isopropyl-6-(3,5-dimethylphenylthio)-2,4-pyrimidinedione), C1(=CC=CC=C1)C#CCN1C(NC(C(=C1SC1=CC(=CC(=C1)C)C)C(C)C)=O)=O (1-(3-phenyl-2-propynyl)-5-isopropyl-6-(3,5-dimethylphenylthio)-2,4-pyrimidinedione), C(C=CC1=CC=CC=C1)N1C(NC(C(=C1SC1=CC(=CC(=C1)C)C)C(C)C)=O)=O (1-cinnamyl-5-isopropyl-6-(3, 5-dimethylphenylthio)-2,4-pyrimidinedione), COC(=O)C=CCN1C(NC(C(=C1SC1=CC(=CC(=C1)C)C)C(C)C)=O)=O (1-(methoxycarbonylallyl)-5-isopropyl-6-(3,5-dimethylphenylthio)-2,4-pyrimidinedione). Product: C(C=CC)N1C(NC(C(=C1SC1=CC(=CC(=C1)C)C)C(C)C)=O)=O (1-(2-butenyl)-5-isopropyl-6-(3,5-dimethylphenylthio)-2,4-pyrimidinedione). RXN SMILES: [CH2:1]([N:6]1[C:11]([S:12][C:13]2[CH:18]=[C:17]([CH3:19])[CH:16]=[C:15]([CH3:20])[CH:14]=2)=[C:10]([CH:21]([CH3:23])[CH3:22])[C:9](=[O:24])[NH:8][C:7]1=[O:25])[CH:2]=[CH:3][CH2:4]C.C(N1C(SC2C=C(C)C=C(C)C=2)=C(C(C)C)C(=O)NC1=O)C=CC1C=CC=CC=1.COC(C=CCN1C(SC2C=C(C)C=C(C)C=2)=C(C(C)C)C(=O)NC1=O)=O.C(N1C(SC2C=C(C)C=C(C)C=2)=C(C(C)C)C(=O)NC1=O)C#CC.C1(C#CCN2C(SC3C=C(C)C=C(C)C=3)=C(C(C)C)C(=O)NC2=O)C=CC=CC=1>>[CH2:1]([N:6]1[C:11]([S:12][C:13]2[CH:14]=[C:15]([CH3:20])[CH:16]=[C:17]([CH3:19])[CH:18]=2)=[C:10]([CH:21]([CH3:22])[CH3:23])[C:9](=[O:24])[NH:8][C:7]1=[O:25])[CH:2]=[CH:3][CH3:4]. Reported procedure: 1-(2-pentenyl)-5-isopropyl-6-(3,5-dimethylphenylthio)-2,4-pyrimidinedione; 1-cinnamyl-5-isopropyl-6-(3, 5-dimethylphenylthio)-2,4-pyrimidinedione; 1-(methoxycarbonylallyl)-5-isopropyl-6-(3,5-dimethylphenylthio)-2,4-pyrimidinedione; 1-(2-butynyl)-5-isopropyl-6-(3,5-dimethylphenylthio)-2,4-pyrimidinedione; 1-(3-phenyl-2-propynyl)-5-isopropyl-6-(3,5-dimethylphenylthio)-2,4-pyrimidinedione; RXN SMILES: [N:1]#[C:2]Br.[F:4][C:5]([F:42])([F:41])[C:6]1[CH:7]=[C:8]([CH:34]=[C:35]([C:37]([F:40])([F:39])[F:38])[CH:36]=1)[CH2:9][NH:10][C@H:11]1[CH2:17][CH2:16][CH2:15][N:14]([C:18]([O:20][C:21]([CH3:24])([CH3:23])[CH3:22])=[O:19])[C:13]2[CH:25]=[C:26]([C:30]([F:33])([F:32])[F:31])[C:27]([CH3:29])=[CH:28][C:12]1=2.C(N(C(C)C)CC)(C)C>O1CCCC1>[F:42][C:5]([F:4])([F:41])[C:6]1[CH:7]=[C:8]([CH:34]=[C:35]([C:37]([F:39])([F:38])[F:40])[CH:36]=1)[CH2:9][N:10]([C:2]#[N:1])[C@H:11]1[CH2:17][CH2:16][CH2:15][N:14]([C:18]([O:20][C:21]([CH3:23])([CH3:22])[CH3:24])=[O:19])[C:13]2[CH:25]=[C:26]([C:30]([F:33])([F:31])[F:32])[C:27]([CH3:29])=[CH:28][C:12]1=2. The reactants are N#CBr (cyanogen bromide), FC(C=1C=C(CN[C@@H]2C3=C(N(CCC2)C(=O)OC(C)(C)C)C=C(C(=C3)C)C(F)(F)F)C=C(C1)C(F)(F)F)(F)F ((S)-tert-butyl 5-(3,5-bistrifluoromethylbenzylamino)-7-methyl-8-trifluoromethyl-2,3,4,5-tetrahydrobenzo[b]azepine-1-carboxylate), C(C)(C)N(CC)C(C)C (diisopropylethylamine). The yield is 87.5%. Run at temperature 50 celsius. The solvent is O1CCCC1 (tetrahydrofuran). Product: FC(C=1C=C(CN([C@@H]2C3=C(N(CCC2)C(=O)OC(C)(C)C)C=C(C(=C3)C)C(F)(F)F)C#N)C=C(C1)C(F)(F)F)(F)F ((S)-tert-butyl 5-[(3,5-bistrifluoromethylbenzyl)cyanoamino]-7-methyl-8-trifluoromethyl-2,3,4,5-tetrahydrobenzo[b]azepine-1-carboxylate). Procedure details: Add cyanogen bromide (1.21 mL, 6.04 mmol, 5 M solution in acetonitrile) to a solution of (S)-tert-butyl 5-(3,5-bistrifluoromethylbenzylamino)-7-methyl-8-trifluoromethyl-2,3,4,5-tetrahydrobenzo[b]azepine-1-carboxylate (2.30 g, 4.03 mmol) and diisopropylethylamine (1.05 mL, 6.04 mmol) in tetrahydrofuran (50 mL) at room temperature under nitrogen and heat the mixture at 50° C. for 12 h. Add silica gel to the cooled mixture and remove the solvents under reduced pressure. Purify the residue by column... Reactants: CCO, CCOC(=O)c1c2n(c3cc(Cl)c(F)cc3c1=O)C(CN(C)C)CS2, [Na+], [OH-], O. Yields the product CN(C)CC1CSc2c(C(=O)O)c(=O)c3cc(F)c(Cl)cc3n21. As a reaction SMILES: [CH3:29][CH2:30][OH:31].[Cl:1][c:2]1[c:3]([F:25])[cH:4][c:5]2[c:6](=[O:24])[c:7]([C:19](=[O:20])[O:21][CH2:22][CH3:23])[c:8]3[n:9]([c:10]2[cH:11]1)[CH:12]([CH2:15][N:16]([CH3:17])[CH3:18])[CH2:13][S:14]3.[Na+:27].[OH-:26].[OH2:28]>>[Cl:1][c:2]1[c:3]([F:25])[cH:4][c:5]2[c:6](=[O:24])[c:7]([C:19](=[O:20])[OH:21])[c:8]3[n:9]([c:10]2[cH:11]1)[CH:12]([CH2:15][N:16]([CH3:17])[CH3:18])[CH2:13][S:14]3. Starting materials: BrC=C(C=CO[Si](C)(C)C)C (1-bromo-2-methyl-4-trimethylsilyloxy-1,3-butadiene), C(C)(C)(C)[Li] (tert-butyllithium), Cl (Hydrochloric acid), C1OC(CC=O)(C)OC1 (3,3-ethylenedioxybutanal). Run in C(C)OCC (ethyl ether), CCCCC (pentane), CCOCC (ether), C(C)OCC (ethyl ether), O (water). Conditions: temperature -70 celsius, time 100 minute. Product: C1OC(CC=CC(=CC=O)C)(C)OC1 (7,7-ethylenedioxy-3-methyl-2,4-octadienal). Yield: 54.7%. RXN SMILES: Br[CH:2]=[C:3]([CH3:11])[CH:4]=[CH:5][O:6][Si](C)(C)C.C([Li])(C)(C)C.[CH2:17]1[CH2:25][O:24][C:19]([CH3:23])([CH2:20][CH:21]=O)[O:18]1.Cl>CCCCC.C(OCC)C.O>[CH2:17]1[CH2:25][O:24][C:19]([CH3:23])([CH2:20][CH:21]=[CH:2][C:3]([CH3:11])=[CH:4][CH:5]=[O:6])[O:18]1. Procedure: Anhydrous ethyl ether (11 cc) and 1-bromo-2-methyl-4-trimethylsilyloxy-1,3-butadiene (0.9 g) are introduced under an argon atmosphere into a 50-cc round-bottomed flask. This is cooled to -70° C. and then a solution (3.25 cc) of 1.65M tert-butyllithium in pentane is added over 10 minutes. The mixture is stirred at -70° C. for 100 minutes and 3,3-ethylenedioxybutanal (0.4 g) is then added in solution in anhydrous ethyl ether (4 cc). The temperature is allowed to rise to -30° C. and stirring is per... Starting materials: O=C([O-])O, CCOC(C)=O, Cc1ccnc2c1C(=O)CC(c1ccccc1Cl)C2, O=C(OO)c1cccc(Cl)c1, O=N[O-], [Na+], [Na+], c1ccccc1. Product: Cc1cc[n+]([O-])c2c1C(=O)CC(c1ccccc1Cl)C2. Reaction SMILES: [C:31](=[O:32])([O-:33])[OH:34].[CH3:46][CH2:47][O:48][C:49](=[O:50])[CH3:51].[Cl:1][c:2]1[c:3]([CH:8]2[CH2:9][C:10](=[O:19])[c:11]3[c:12]([CH3:18])[cH:13][cH:14][n:15][c:16]3[CH2:17]2)[cH:4][cH:5][cH:6][cH:7]1.[Cl:20][c:21]1[cH:22][cH:23][cH:24][c:25]([C:26]([O:27][OH:29])=[O:28])[cH:30]1.[N:36]([O-:37])=[O:38].[Na+:35].[Na+:39].[cH:40]1[cH:41][cH:42][cH:43][cH:44][cH:45]1>>[Cl:1][c:2]1[c:3]([CH:8]2[CH2:9][C:10](=[O:19])[c:11]3[c:12]([CH3:18])[cH:13][cH:14][n+:15]([O-:28])[c:16]3[CH2:17]2)[cH:4][cH:5][cH:6][cH:7]1. Reactants: ICCCC1=CC=C(C=C1)OCC1=CC=CC=C1 (benzyl 4-(3-iodopropyl)phenyl ether), OCCC=1NC=CN1 (2-(2-hydroxyethyl)imidazole), C([O-])([O-])=O.[K+].[K+] (potassium carbonate). Yields the product C(C1=CC=CC=C1)OC1=CC=C(C=C1)CCCN1C(=NC=C1)CCO (2-(1-{3-[4-(benzyloxy)phenyl]propyl}-1H-imidazol-2-yl)-1-ethanol). Isolated yield 55.1%. Reaction SMILES: I[CH2:2][CH2:3][CH2:4][C:5]1[CH:10]=[CH:9][C:8]([O:11][CH2:12][C:13]2[CH:18]=[CH:17][CH:16]=[CH:15][CH:14]=2)=[CH:7][CH:6]=1.[OH:19][CH2:20][CH2:21][C:22]1[NH:23][CH:24]=[CH:25][N:26]=1.C(=O)([O-])[O-].[K+].[K+]>>[CH2:12]([O:11][C:8]1[CH:9]=[CH:10][C:5]([CH2:4][CH2:3][CH2:2][N:23]2[CH:24]=[CH:25][N:26]=[C:22]2[CH2:21][CH2:20][OH:19])=[CH:6][CH:7]=1)[C:13]1[CH:18]=[CH:17][CH:16]=[CH:15][CH:14]=1 |f:2.3.4|. Procedure: Using benzyl 4-(3-iodopropyl)phenyl ether (5.28 g), 2-(2-hydroxyethyl)imidazole (5.05 g) and potassium carbonate (2.07 g), the same reaction as Reference Example 12-(i) was carried out to yield the titled compound (2.78 g) as colorless crystals. Starting materials: solution, Br (hydrobromic acid), C1(CCCC2=CC=CC=C12)NC=O (N-(1,2,3,4-tetrahydro-1-naphthyl)-formamide), cobaltous acetate tetrahydrate, O=O (oxygen), [Cl-].[Na+] (sodium chloride). The solvent is C(C)(=O)O (acetic acid), C(C)(=O)O (acetic acid), C(C(C)C)C(=O)C (methyl isobutyl ketone), O (Water). Reaction conditions: temperature 76 celsius. Product: O=C1CCC(C2=CC=CC=C12)NC=O (N-(1,2,3,4-tetrahydro-4-oxo-1-naphthyl)formamide). Reaction SMILES: [CH:1]1([NH:11][CH:12]=[O:13])[C:10]2[C:5](=[CH:6][CH:7]=[CH:8][CH:9]=2)[CH2:4][CH2:3][CH2:2]1.Br.[O:15]=O.[Cl-].[Na+]>C(O)(=O)C.O.C(C(C)=O)C(C)C>[O:15]=[C:4]1[C:5]2[C:10](=[CH:9][CH:8]=[CH:7][CH:6]=2)[CH:1]([NH:11][CH:12]=[O:13])[CH2:2][CH2:3]1 |f:3.4|. Procedure: A mixture of N-(1,2,3,4-tetrahydro-1-naphthyl)-formamide (2.0 g), cobaltous acetate tetrahydrate (0.95 g), a 30% solution of hydrobromic acid in acetic acid (0.925 g) and a 1:1 mixture of acetic acid: methyl isobutyl ketone (40 ml) is stirred and oxygen introduced via a capillary gas delivery tube. The blue reaction mixture is gradually heated to 76° C. in 42 minutes during which time the color changes to purple. The reaction mixture is then allowed to cool to room temperature. Water (40 ml) is ... Starting materials: CC1=C(N=C(C2=C1NC3=CC=CC=C32)C)N.O=C[C@H](O)[C@@H](O)[C@H](O)[C@H](O)CO (Trp-1 glucose), [O-]S(=O)(=O)[O-].[Mg+2] (MgSO4), OP(=O)(O)[O-].[K+] (KH2PO4), FeSO4, N[C@@H](CC1=CNC2=CC=CC=C12)C(=O)O (tryptophan), (NH4)2SO4, [Cl-].[Cl-].[Ca+2] (CaCl2). Run in O (water). Product: O=C[C@H](O)[C@@H](O)[C@H](O)[C@H](O)CO (glucose). Yield: 50.0%. Reaction SMILES: CC1C2NC3C(C=2C(C)=NC=1N)=CC=CC=3.[O:17]=[CH:18][C@@H:19]([C@H:21]([C@@H:23]([C@@H:25]([CH2:27][OH:28])[OH:26])[OH:24])[OH:22])[OH:20].N[C@H](C(O)=O)CC1C2C(=CC=CC=2)NC=1.OP([O-])(O)=O.[K+].[O-]S([O-])(=O)=O.[Mg+2].[Cl-].[Cl-].[Ca+2]>O>[O:17]=[CH:18][C@@H:19]([C@H:21]([C@@H:23]([C@@H:25]([CH2:27][OH:28])[OH:26])[OH:24])[OH:22])[OH:20] |f:0.1,3.4,5.6,7.8.9|. Reported procedure: Trp-1+glucose medium, a minimal medium that has been used for increased production of tryptophan in E. coli cells (Zeman et al. Folia Microbiol. 35:200-4, 1990), was prepared as follows. To 700 mL nanopure water the following reagents were added: 2 g (NH4)2SO4, 13.6 g KH2PO4, 0.2 g MgSO4*7H20, 0.01 g CaCl2*2H20 and 0.5 mg FeSO4*7H20. The pH was adjusted to 7.0, the volume was increased to 850 mL, and the medium was autoclaved. A 50% glucose solution was prepared separately, and sterile-filtered.... Reactants: C(OCC1=CC=C(C=C1)C1=C2CCCN(C2=CC=C1)C(CCCOC1=C(C(=CC=C1)C)C)=O)(OC1=CC=C(C=C1)[N+](=O)[O-])=O (4-(1-(4-(2,3-dimethylphenoxy)butanoyl)-1,2,3,4-tetrahydroquinolin-5-yl)benzyl 4-nitrophenyl carbonate), Cl.NCC(=O)OC (methyl 2-aminoacetate hydrochloride), TEA. The product is CC1=C(OCCCC(=O)N2CCCC3=C(C=CC=C23)C2=CC=C(COC(=O)NCC(=O)OC)C=C2)C=CC=C1C (Methyl 2-((4-(1-(4-(2,3-dimethylphenoxy)butanoyl)-1,2,3,4-tetrahydroquinolin-5-yl)benzyloxy)carbonylamino)acetate). Procedure: A solution of 4-(1-(4-(2,3-dimethylphenoxy)butanoyl)-1,2,3,4-tetrahydroquinolin-5-yl)benzyl 4-nitrophenyl carbonate (0.020 g, 0.034 mmol), methyl 2-aminoacetate hydrochloride (5.07 mg, 0.040 mmol) and TEA (9.38 μL, 0.067 mmol) in DCM (0.200 mL) was stirred at room temperature for 16 h. After this time, the reaction mixture was quenched with 1 N NaOH. The organic layer was washed with water and brine, dried over anhydrous MgSO4, filtered, and concentrated in vacuo. The resulting residue was purif... Isolated yield 62.6%. As a reaction SMILES: [C:1](=O)([O:34]C1C=CC([N+]([O-])=O)=CC=1)[O:2][CH2:3][C:4]1[CH:9]=[CH:8][C:7]([C:10]2[CH:19]=[CH:18][CH:17]=[C:16]3[C:11]=2[CH2:12][CH2:13][CH2:14][N:15]3[C:20](=[O:33])[CH2:21][CH2:22][CH2:23][O:24][C:25]2[CH:30]=[CH:29][CH:28]=[C:27]([CH3:31])[C:26]=2[CH3:32])=[CH:6][CH:5]=1.Cl.[NH2:46][CH2:47][C:48]([O:50][CH3:51])=[O:49]>C(Cl)Cl>[CH3:32][C:26]1[C:27]([CH3:31])=[CH:28][CH:29]=[CH:30][C:25]=1[O:24][CH2:23][CH2:22][CH2:21][C:20]([N:15]1[C:16]2[C:11](=[C:10]([C:7]3[CH:6]=[CH:5][C:4]([CH2:3][O:2][C:1]([NH:46][CH2:47][C:48]([O:50][CH3:51])=[O:49])=[O:34])=[CH:9][CH:8]=3)[CH:19]=[CH:18][CH:17]=2)[CH2:12][CH2:13][CH2:14]1)=[O:33] |f:1.2|. Run in C(Cl)Cl (DCM). Reactants: N,N'-carbonyldiimidazole, ClC=1C=C(C(=O)O)C=CC1Cl (3,4-dichlorobenzoic acid), NCC(=O)N(C1=CC=CC=C1)CC(=O)OC(C)(C)C (tert-butyl 2-(2-amino-N-phenylacetamido)acetate). The reagents and catalysts are CN(C1=CC=NC=C1)C (4-Dimethylaminopyridine). Run in ClCCCl (1,2-dichloroethane). Conditions: temperature 20 celsius, time 3 hour. Product: ClC=1C=C(C(=O)NCC(=O)N(CC(=O)OC(C)(C)C)C2=CC=CC=C2)C=CC1Cl (tert-Butyl N-[N- (3,4-dichlorobenzoyl)glycyl]-N-phenylglycinate). Isolated yield 34.3%. Reaction SMILES: [Cl:1][C:2]1[CH:3]=[C:4]([CH:8]=[CH:9][C:10]=1[Cl:11])[C:5]([OH:7])=O.[NH2:12][CH2:13][C:14]([N:16]([CH2:23][C:24]([O:26][C:27]([CH3:30])([CH3:29])[CH3:28])=[O:25])[C:17]1[CH:22]=[CH:21][CH:20]=[CH:19][CH:18]=1)=[O:15]>CN(C)C1C=CN=CC=1.ClCCCl>[Cl:1][C:2]1[CH:3]=[C:4]([CH:8]=[CH:9][C:10]=1[Cl:11])[C:5]([NH:12][CH2:13][C:14]([N:16]([C:17]1[CH:18]=[CH:19][CH:20]=[CH:21][CH:22]=1)[CH2:23][C:24]([O:26][C:27]([CH3:29])([CH3:30])[CH3:28])=[O:25])=[O:15])=[O:7]. Procedure details: 4-Dimethylaminopyridine (5 mg) and then N,N'-carbonyldiimidazole (1.78 g) are added to a solution of 3,4-dichlorobenzoic acid (1.91 g) in anhydrous 1,2-dichloroethane (50 cc). The solution obtained is stirred for 2 hours at a temperature in the region of 20° C., tert-butyl 2-(2-amino-N-phenylacetamido)acetate (2.64 g) is then added and the mixture is stirred for 3 hours at a temperature in the region of 20° C. The reaction mixture is then washed with water (3×75 cc), and the organic phase is sep...